Dataset: the Open Reaction Database (ORD), a public repository of structured organic reaction records. Task: describe an organic reaction: reactants, conditions, products, and yield The reactants are O=C1CCC(=O)N1Cl, C1CCOC1, O, Oc1ccc2[nH]ncc2c1. Yields the product Oc1ccc2[nH]ncc2c1Cl. As a reaction SMILES: [Cl:11][N:12]1[C:13](=[O:14])[CH2:15][CH2:16][C:17]1=[O:18].[O:20]1[CH2:21][CH2:22][CH2:23][CH2:24]1.[OH2:19].[nH:1]1[n:2][cH:3][c:4]2[cH:5][c:6]([OH:10])[cH:7][cH:8][c:9]12>>[nH:1]1[n:2][cH:3][c:4]2[c:5]([Cl:11])[c:6]([OH:10])[cH:7][cH:8][c:9]12. Starting materials: Cl (hydrochloric acid), N(=O)[O-].[Na+] (sodium nitrite), S(=O)(=O)(OC)OC (dimethyl sulfate), ice, aqueous solution, CNC (dimethylamine), C=C1CC(=O)O1 (diketene), [OH-].[Na+] (sodium hydroxide). The reagents and catalysts are [Br-].C(CCC)[N+](CCCC)(CCCC)CCCC (tetrabutylammonium bromide). Run in C1(=CC=CC=C1)C (toluene), C1(=CC=CC=C1)C (toluene), C1(=CC=CC=C1)C (toluene). Conditions: time 1 hour. The product is CON=C(C(=O)N(C)C)C(=O)C (2-methoxyimino-N,N-dimethylacetoacetamide). The yield is 78.0%. Reaction SMILES: [CH3:1][NH:2][CH3:3].[CH2:4]=[C:5]1[O:9][C:7](=[O:8])[CH2:6]1.[N:10]([O-:12])=O.[Na+].Cl.[OH-].[Na+].S(OC)(O[CH3:21])(=O)=O>C1(C)C=CC=CC=1.[Br-].C([N+](CCCC)(CCCC)CCCC)CCC>[CH3:21][O:12][N:10]=[C:6]([C:5]([CH3:4])=[O:9])[C:7]([N:2]([CH3:3])[CH3:1])=[O:8] |f:2.3,5.6,9.10|. Procedure: 18.04 g (0.2 mol) of a 50% aqueous solution of dimethylamine in 10 ml toluene was cooled in an ice bath and combined with 8.41 g (0.1 mol) of a diketene in 20 ml of toluene and stirred for 1 hour at room temperature. After distilling water off azeotropically, 200 ml of ethyl acetate was added and the mixture was dried over with anhydrous sodium sulfate to distill the solvent off. To the residue thus obtained, 7.63 g (0.105 mol) of sodium nitrite was added and the mixture was cooled in an ice bat... Reactants: COC1=CC=2CC[C@H]3[C@H]4CCC([C@@]4(C)CC[C@@H]3C2C=C1)=O ((14β)-3-methoxyestra-1,3,5(10)-trien-17-one), C1(=CC=CC=C1)C (toluene), O (water), —Lithium amide, C1(=CC=CC=C1)C (toluene). Reagents/catalysts: [Br-].C[P+](C1=CC=CC=C1)(C1=CC=CC=C1)C1=CC=CC=C1 (methyltriphenylphosphonium bromide). The solvent is CS(=O)C (dimethyl sulfoxide). Conditions: temperature 65 celsius. Product: crude product, COC1=CC=2CC[C@H]3[C@H]4CCC([C@@]4(C)CC[C@@H]3C2C=C1)=C ((14β)-3-methoxy-17-methyleneestra-1,3,5(10)-triene). Reaction SMILES: [CH3:1][O:2][C:3]1[CH:20]=[CH:19][C:18]2[C@@H:17]3[C@H:8]([C@@H:9]4[C@@:13]([CH2:15][CH2:16]3)([CH3:14])[C:12](=O)[CH2:11][CH2:10]4)[CH2:7][CH2:6][C:5]=2[CH:4]=1.O.[C:23]1(C)C=CC=CC=1>[Br-].C[P+](C1C=CC=CC=1)(C1C=CC=CC=1)C1C=CC=CC=1.CS(C)=O>[CH3:1][O:2][C:3]1[CH:20]=[CH:19][C:18]2[C@@H:17]3[C@H:8]([C@@H:9]4[C@@:13]([CH2:15][CH2:16]3)([CH3:14])[C:12](=[CH2:23])[CH2:11][CH2:10]4)[CH2:7][CH2:6][C:5]=2[CH:4]=1 |f:3.4|. Reported procedure: —Lithium amide (6.6 g) was added to a suspension of methyltriphenylphosphonium bromide (113 g) in dry toluene (300 ml) and dry dimethyl sulfoxide (24 ml). The reaction mixture was heated to 65° C. for 30 min. After cooling to 35-40° C., a solution of (14β)-3-methoxyestra-1,3,5(10)-trien-17-one [Johnson, W. S. et al, J. Am. Chem. Soc. 79, 2005 (1957); 30 g] in dry toluene (225 ml) was added and the mixture was heated at 60° C. for 22 h. Then it was cooled and poured into water. The product was ex... The reactants are FC1=C(C=CC(=C1)F)SC=1C=C(C=CC1[N+](=O)[O-])C(C)=O (3'-(2,4-difluorophenylthio)-4'-nitroacetophenone), [Cl-].[NH4+] (ammonium chloride). The reagents and catalysts are [Fe] (iron). The solvent is C(C)O (ethanol), O (water). The product is NC1=C(C=C(C=C1)C(C)=O)SC1=C(C=C(C=C1)F)F (4'-amino-3'-(2,4-difluorophenylthio)acetophenone). Yield: 96.3%. As a reaction SMILES: [F:1][C:2]1[CH:7]=[C:6]([F:8])[CH:5]=[CH:4][C:3]=1[S:9][C:10]1[CH:11]=[C:12]([C:19](=[O:21])[CH3:20])[CH:13]=[CH:14][C:15]=1[N+:16]([O-])=O.[Cl-].[NH4+]>C(O)C.O.[Fe]>[NH2:16][C:15]1[CH:14]=[CH:13][C:12]([C:19](=[O:21])[CH3:20])=[CH:11][C:10]=1[S:9][C:3]1[CH:4]=[CH:5][C:6]([F:8])=[CH:7][C:2]=1[F:1] |f:1.2|. Procedure: A mixture of 3'-(2,4-difluorophenylthio)-4'-nitroacetophenone (2.3 g), iron powder (2 g), and ammonium chloride (0.2 g) in ethanol (20 ml) and water (10 ml) was refluxed with stirring for an hour. The insoluble was filtered and the filtrate was concentrated under reduced pressure. The residue was dissolved in ethyl acetate, washed with water, dried over magnesium sulfate, and concentrated to give crystals of 4'-amino-3'-(2,4-difluorophenylthio)acetophenone (2.0 g). The reactants are CN(C)C=O, [Cl-], [N-]=[N+]=[N-], Nc1ccnc(Cl)c1, [NH4+], [Na+]. The product is [N-]=[N+]=Nc1cc(N)ccn1. Reaction SMILES: [CH3:15][N:16]([CH3:17])[CH:18]=[O:19].[Cl-:5].[N-:2]=[N+:3]=[N-:4].[NH2:7][c:8]1[cH:9][c:10]([Cl:14])[n:11][cH:12][cH:13]1.[NH4+:6].[Na+:1]>>[N:2](=[N+:3]=[N-:4])[c:10]1[cH:9][c:8]([NH2:7])[cH:13][cH:12][n:11]1. Reactants: OC1=C(C(=O)OC)C=CC(=C1CC=C)O (Methyl 2,4-dihydroxy-3-(2-propenyl)benzoate), [Cl-].[NH4+] (ammonium chloride), Cl (hydrochloric acid). Solvent: N1CCCC1 (pyrrolidine). Run at temperature 50 celsius, time 8 hour. Yields the product OC1=C(C(=O)N2CCCC2)C=CC(=C1CC=C)O (1-[2,4-Dihydroxy-3-(2-propenyl)benzoyl]pyrrolidine). RXN SMILES: [OH:1][C:2]1[C:11]([CH2:12][CH:13]=[CH2:14])=[C:10]([OH:15])[CH:9]=[CH:8][C:3]=1[C:4]([O:6]C)=O.[Cl-].[NH4+:17].Cl>N1CCCC1>[OH:1][C:2]1[C:11]([CH2:12][CH:13]=[CH2:14])=[C:10]([OH:15])[CH:9]=[CH:8][C:3]=1[C:4]([N:17]1[CH2:4][CH2:3][CH2:2][CH2:11]1)=[O:6] |f:1.2|. Reported procedure: Methyl 2,4-dihydroxy-3-(2-propenyl)benzoate (3.0 g) and a few crystals of ammonium chloride were added to 20 ml of pyrrolidine. The reaction mixture was heated to 50° C. and stirred overnight. The reaction mixture was neutralized with 10% hydrochloric acid and extracted with ethyl acetate. Concentration under vacuum to remove solvent gave the product as a light brown solid. Reactants: BrC1=NN(C(=C1)C(=O)O)C1=NC=CC=C1Cl (3-bromo-1-(3-chloro-2-pyridinyl)-1H-pyrazole-5-carboxylic acid), NC1=C(C(=O)NC)C=C(C=C1C)C#N (2-amino-5-cyano-N,3-dimethylbenzamide), CS(=O)(=O)Cl (methanesulfonyl chloride), N1=CC(=CC=C1)C (3-picoline). Run in C(C)#N (acetonitrile), O (water), O (water). Conditions: temperature 17.5 celsius, time 1 hour. The product is BrC1=NN(C(=C1)C(=O)NC1=C(C=C(C=C1C(=O)NC)C#N)C)C1=NC=CC=C1Cl (3-bromo-1-(3-chloro-2-pyridinyl)-N-[4-cyano-2-methyl-6-[(methylamino)-carbonyl]phenyl]-1H-pyrazole-5-carboxamide). As a reaction SMILES: [Br:1][C:2]1[CH:6]=[C:5]([C:7]([OH:9])=O)[N:4]([C:10]2[C:15]([Cl:16])=[CH:14][CH:13]=[CH:12][N:11]=2)[N:3]=1.[NH2:17][C:18]1[C:27]([CH3:28])=[CH:26][C:25]([C:29]#[N:30])=[CH:24][C:19]=1[C:20]([NH:22][CH3:23])=[O:21].N1C=CC=C(C)C=1.CS(Cl)(=O)=O>C(#N)C.O>[Br:1][C:2]1[CH:6]=[C:5]([C:7]([NH:17][C:18]2[C:19]([C:20]([NH:22][CH3:23])=[O:21])=[CH:24][C:25]([C:29]#[N:30])=[CH:26][C:27]=2[CH3:28])=[O:9])[N:4]([C:10]2[C:15]([Cl:16])=[CH:14][CH:13]=[CH:12][N:11]=2)[N:3]=1. Procedure details: To a mixture of 3-bromo-1-(3-chloro-2-pyridinyl)-1H-pyrazole-5-carboxylic acid (see PCT Patent Publication WO 2003/015519 for a method of preparation) (97.4% purity, 15.4 g, 49.6 mmol) and 2-amino-5-cyano-N,3-dimethylbenzamide (10.0 g, 52.5 mmol) in acetonitrile (80 mL) was added 3-picoline (13.9 g, 148 mmol). The mixture was cooled to 15 to 20° C., and then methanesulfonyl chloride (8.2 g, 71.2 mmol) was added dropwise at 15 to 20° C. After 1 h, water (37.3 g) was added dropwise to the reaction... Starting materials: COCC(C(=O)O)(C)C (2-methoxymethyl-2-methylpropionic acid), [Si](C)(C)(C(C)(C)C)O[C@@H]1C=C2C=C[C@@H]([C@@H]([C@H]2[C@H](C1)O)CC[C@@H]1C[C@H](CC(O1)=O)O[Si](C)(C)C(C)(C)C)C ((4R,6R)-6-{(1S,2S,6S,8S,8aR)-2-[1,2,6,7,8,8a-hexahydro-6-t-butyldimethylsilyloxy-8-hydroxy-2-methyl-1-naphthyl]ethyl}tetrahydro-4-t-butyldimethylsilyloxy-2H-pyran-2-one). Yields the product [Si](C)(C)(C(C)(C)C)O[C@@H]1C=C2C=C[C@@H]([C@@H]([C@H]2[C@H](C1)OC(C(C)(C)COC)=O)CC[C@@H]1C[C@H](CC(O1)=O)O[Si](C)(C)C(C)(C)C)C ((4R,6R)-6-{(1S,2S,6S,8S,8aR)-2-[1,2,6,7,8,8a-Hexahydro-6-t-butyldimethylsilyloxy-8-(2-methoxymethyl-2-methylpropionyloxy)-2-methyl-1-naphthyl]ethyl}tetrahydro-4-t-butyldimethylsilyloxy-2H-pyran-2-one). Yield: 35.0%. As a reaction SMILES: [CH3:1][O:2][CH2:3][C:4]([CH3:9])([CH3:8])[C:5]([OH:7])=[O:6].[Si:10]([O:17][C@H:18]1[CH2:27][C@H:26](O)[C@H:25]2[C:20]([CH:21]=[CH:22][C@H:23]([CH3:46])[C@@H:24]2[CH2:29][CH2:30][C@H:31]2[O:36][C:35](=[O:37])[CH2:34][C@H:33]([O:38][Si:39]([C:42]([CH3:45])([CH3:44])[CH3:43])([CH3:41])[CH3:40])[CH2:32]2)=[CH:19]1)([C:13]([CH3:16])([CH3:15])[CH3:14])([CH3:12])[CH3:11]>>[Si:10]([O:17][C@H:18]1[CH2:27][C@H:26]([O:6][C:5](=[O:7])[C:4]([CH2:3][O:2][CH3:1])([CH3:9])[CH3:8])[C@H:25]2[C:20]([CH:21]=[CH:22][C@H:23]([CH3:46])[C@@H:24]2[CH2:29][CH2:30][C@H:31]2[O:36][C:35](=[O:37])[CH2:34][C@H:33]([O:38][Si:39]([C:42]([CH3:45])([CH3:44])[CH3:43])([CH3:40])[CH3:41])[CH2:32]2)=[CH:19]1)([C:13]([CH3:14])([CH3:15])[CH3:16])([CH3:12])[CH3:11]. Procedure: A procedure similar to that described in Example 10, above, was followed, but using 960 mg of 2-methoxymethyl-2-methylpropionic acid and 1.0 g of (4R,6R)-6-{(1S,2S,6S,8S,8aR)-2-[1,2,6,7,8,8a-hexahydro-6-t-butyldimethylsilyloxy-8-hydroxy-2-methyl-1-naphthyl]ethyl}tetrahydro-4-t-butyldimethylsilyloxy-2H-pyran-2-one [prepared as described in Example B, above], to give 423 mg of the title compound as a colorless foam. Reactants: CCCC(NS(=O)(=O)c1ccc(Br)cc1)C(O)=S, C(=NC1CCCCC1)=NC1CCCCC1, ClCCl, CCOC(=O)c1cccc(N)c1. Product: CCCC(NS(=O)(=O)c1ccc(Br)cc1)C(=S)Nc1cccc(C(=O)OCC)c1. RXN SMILES: [Br:1][c:2]1[cH:3][cH:4][c:5]([S:8](=[O:9])(=[O:10])[NH:11][CH:12]([C:13](=[S:14])[OH:15])[CH2:16][CH2:17][CH3:18])[cH:6][cH:7]1.[CH:31]1([N:32]=[C:33]=[N:34][CH:35]2[CH2:36][CH2:37][CH2:38][CH2:39][CH2:40]2)[CH2:41][CH2:42][CH2:43][CH2:44][CH2:45]1.[Cl:46][CH2:47][Cl:48].[NH2:19][c:20]1[cH:21][c:22]([C:23](=[O:24])[O:25][CH2:26][CH3:27])[cH:28][cH:29][cH:30]1>>[Br:1][c:2]1[cH:3][cH:4][c:5]([S:8](=[O:9])(=[O:10])[NH:11][CH:12]([C:13](=[S:14])[NH:19][c:20]2[cH:21][c:22]([C:23](=[O:24])[O:25][CH2:26][CH3:27])[cH:28][cH:29][cH:30]2)[CH2:16][CH2:17][CH3:18])[cH:6][cH:7]1. Reaction SMILES: [Cl:1][C:2]1[C:3](=[O:10])[N:4]([CH3:9])[N:5]=[CH:6][C:7]=1Cl.[C:11]([O-])([O-])=[O:12].[K+].[K+]>CO>[Cl:1][C:2]1[C:3](=[O:10])[N:4]([CH3:9])[N:5]=[CH:6][C:7]=1[O:12][CH3:11] |f:1.2.3|. Starting materials: ClC=1C(N(N=CC1Cl)C)=O (4,5-Dichloro-2-methyl-2H-pyridazin-3-one), C(=O)([O-])[O-].[K+].[K+] (K2CO3). Yield: 94.0%. Run in CO (MeOH). Product: ClC=1C(N(N=CC1OC)C)=O (4-Chloro-5-methoxy-2-methyl-2H-pyridazin-3-one), solid. Procedure details: 10 g (55.8 mmoles) of intermediate 3a are placed in the presence of 115 g (837 mmoles) K2CO3 in 725 mL MeOH. The reaction medium is agitated for 1 h under reflux then filtered through celite. The filtrate is concentrated to dryness and the residue solubilized in CH2Cl2 and washed with water. After drying over Na2SO4, the organic phases are evaporated and the residue obtained is purified by silica gel flash chromatography (CH2Cl2—AcOEt, gradient 100:0 to 60:40 over 45 min). 9.14 g of intermediate... Reaction conditions: time 1 hour.